This data is from the Open Reaction Database (ORD), a public repository of structured organic reaction records. The task is: describe an organic reaction: reactants, conditions, products, and yield Reactants: CS(=O)(=O)OC(CF)Cc1ccccc1, [N-]=[N+]=[N-], [Na+], CN(C)C=O, O. The product is [N-]=[N+]=NC(CF)Cc1ccccc1. Reaction SMILES: [CH3:1][S:2]([O:3][CH:6]([CH2:7][c:8]1[cH:9][cH:10][cH:11][cH:12][cH:13]1)[CH2:14][F:15])(=[O:4])=[O:5].[N-:17]=[N+:18]=[N-:19].[Na+:16].[O:20]=[CH:21][N:22]([CH3:23])[CH3:24].[OH2:25]>>[CH:6]([CH2:7][c:8]1[cH:9][cH:10][cH:11][cH:12][cH:13]1)([CH2:14][F:15])[N:17]=[N+:18]=[N-:19]. Starting materials: C(C)OC(C(CC(C)(C)C1=C(C(=C(C=C1)Cl)F)OC)(O)C(F)(F)F)=O ((rac.) 4-(4-chloro-3-fluoro-2-methoxyphenyl)-4-methyl-2-(trifluoromethyl)-2-hydroxy-pentanoic acid ethyl ester), [H-].[H-].[H-].[H-].[Li+].[Al+3] (LiAlH4), C(=O)(O)[O-].[Na+] (NaHCO3), aldehyde, ester. The solvent is C(C)OCC (diethyl ether). Yields the product ClC1=C(C(=C(C=C1)C(CC(C=O)(C(F)(F)F)O)(C)C)OC)F ((rac.) 4-(4-Chloro-3-fluoro-2-methoxyphenyl)-2-hydroxy-4-methyl-2-(trifluoromethyl)pentanal). RXN SMILES: C([O:3][C:4](=O)[C:5]([C:21]([F:24])([F:23])[F:22])([OH:20])[CH2:6][C:7]([C:10]1[CH:15]=[CH:14][C:13]([Cl:16])=[C:12]([F:17])[C:11]=1[O:18][CH3:19])([CH3:9])[CH3:8])C.[H-].[H-].[H-].[H-].[Li+].[Al+3].C([O-])(O)=O.[Na+]>C(OCC)C>[Cl:16][C:13]1[CH:14]=[CH:15][C:10]([C:7]([CH3:9])([CH3:8])[CH2:6][C:5]([OH:20])([C:21]([F:24])([F:23])[F:22])[CH:4]=[O:3])=[C:11]([O:18][CH3:19])[C:12]=1[F:17] |f:1.2.3.4.5.6,7.8|. Reported procedure: 1.00 g (2.59 mmol) of (rac.) 4-(4-chloro-3-fluoro-2-methoxyphenyl)-4-methyl-2-(trifluoromethyl)-2-hydroxy-pentanoic acid ethyl ester is dissolved in 9.5 ml of diethyl ether and mixed in portions with 73.7 mg (1.94 mmol) of LiAlH4 at 0° C. Stirring is continued at 0° C. and a TLC is drawn off every one-quarter hour. After forty minutes of stirring at 0° C., the reaction mixture is mixed drop by drop with 2.4 ml of saturated NaHCO3 solution while being cooled in an ice bath. It is vigorously stirr... The reactants are C[Si](C)(C)[N-][Si](C)(C)C, Cc1ccccc1, Cl, [K+], [K+], C1CCOC1, O=P([O-])(O)O, COC(=O)CS(=O)(=O)c1ccccc1, CCn1cc(Cc2ccc(C(=O)OC(=O)N(c3ccccc3)c3ccccc3)cc2OC)c2cc(NC(=O)CC3CCCC3)ccc21. Yields the product CCn1cc(Cc2ccc(C(=O)C(C(=O)OC)S(=O)(=O)c3ccccc3)cc2OC)c2cc(NC(=O)CC3CCCC3)ccc21. RXN SMILES: [CH3:1][Si:2]([N-:3][Si:4]([CH3:5])([CH3:6])[CH3:7])([CH3:8])[CH3:9].[CH3:79][c:80]1[cH:81][cH:82][cH:83][cH:84][cH:85]1.[ClH:78].[K+:10].[K+:72].[O:86]1[CH2:87][CH2:88][CH2:89][CH2:90]1.[OH:73][P:74](=[O:75])([O-:76])[OH:77].[c:11]1([S:17](=[O:18])(=[O:19])[CH2:20][C:21](=[O:22])[O:23][CH3:24])[cH:12][cH:13][cH:14][cH:15][cH:16]1.[c:25]1([N:26]([c:27]2[cH:28][cH:29][cH:30][cH:31][cH:32]2)[C:33]([O:34][C:35]([c:36]2[cH:37][c:38]([O:63][CH3:64])[c:39]([CH2:42][c:43]3[cH:44][n:45]([CH2:61][CH3:62])[c:46]4[cH:47][cH:48][c:49]([NH:52][C:53]([CH2:54][CH:55]5[CH2:56][CH2:57][CH2:58][CH2:59]5)=[O:60])[cH:50][c:51]34)[cH:40][cH:41]2)=[O:65])=[O:66])[cH:67][cH:68][cH:69][cH:70][cH:71]1>>[c:11]1([S:17](=[O:18])(=[O:19])[CH:20]([C:21](=[O:22])[O:23][CH3:24])[C:35](=[O:34])[c:36]2[cH:37][c:38]([O:63][CH3:64])[c:39]([CH2:42][c:43]3[cH:44][n:45]([CH2:61][CH3:62])[c:46]4[cH:47][cH:48][c:49]([NH:52][C:53]([CH2:54][CH:55]5[CH2:56][CH2:57][CH2:58][CH2:59]5)=[O:60])[cH:50][c:51]34)[cH:40][cH:41]2)[cH:12][cH:13][cH:14][cH:15][cH:16]1. The reactants are Cc1ccc(Br)cc1, C=CC(=O)OCC. Product: CCOC(=O)C=Cc1ccc(C)cc1. As a reaction SMILES: [Br:1][c:2]1[cH:3][cH:4][c:5]([CH3:8])[cH:6][cH:7]1.[C:9]([CH:10]=[CH2:11])(=[O:12])[O:13][CH2:14][CH3:15]>>[c:2]1([CH:11]=[CH:10][C:9](=[O:12])[O:13][CH2:14][CH3:15])[cH:3][cH:4][c:5]([CH3:8])[cH:6][cH:7]1. Reactants: C(CCC)[Li] (n-butyl lithium), solution, CN(C)C=O (DMF), C(C)(C)N1C=NC=C1C1=NC(=NC=C1)NC1=CC=C(C=C1)S(N(COCC[Si](C)(C)C)CCOC)(=O)=O (4-(1-Isopropylimidazol-5-yl)-2-{4-[N-(2-methoxyethyl)-N-(2-trimethylsilylethoxymethyl)sulphamoyl]anilino}pyrimidine), O (water). Solvent: hexanes, C1CCOC1 (THF). Run at temperature -78 celsius, time 30 minute. Yields the product C(=O)C=1N(C(=CN1)C1=NC(=NC=C1)NC1=CC=C(C=C1)S(N(COCC[Si](C)(C)C)CCOC)(=O)=O)C(C)C (4-(2-Formyl-1-isopropylimidazol-5-yl)-2-{4-[N-(2-methoxyethyl)-N-(2-trimethylsilylethoxymethyl)sulphamoyl]anilino}pyrimidine). The yield is 22.9%. As a reaction SMILES: [CH:1]([N:4]1[C:8]([C:9]2[CH:14]=[CH:13][N:12]=[C:11]([NH:15][C:16]3[CH:21]=[CH:20][C:19]([S:22](=[O:37])(=[O:36])[N:23]([CH2:32][CH2:33][O:34][CH3:35])[CH2:24][O:25][CH2:26][CH2:27][Si:28]([CH3:31])([CH3:30])[CH3:29])=[CH:18][CH:17]=3)[N:10]=2)=[CH:7][N:6]=[CH:5]1)([CH3:3])[CH3:2].C([Li])CCC.CN([CH:46]=[O:47])C.O>C1COCC1>[CH:46]([C:5]1[N:4]([CH:1]([CH3:3])[CH3:2])[C:8]([C:9]2[CH:14]=[CH:13][N:12]=[C:11]([NH:15][C:16]3[CH:17]=[CH:18][C:19]([S:22](=[O:36])(=[O:37])[N:23]([CH2:32][CH2:33][O:34][CH3:35])[CH2:24][O:25][CH2:26][CH2:27][Si:28]([CH3:30])([CH3:31])[CH3:29])=[CH:20][CH:21]=3)[N:10]=2)=[CH:7][N:6]=1)=[O:47]. Procedure: 4-(1-Isopropylimidazol-5-yl)-2-{4-[N-(2-methoxyethyl)-N-(2-trimethylsilylethoxymethyl)sulphamoyl]anilino}pyrimidine (Method 106; 1.22 g, 2.33 mmol), was dissolved in anhydrous THF (70 ml), under nitrogen. The solution was cooled to −78° C. and n-butyl lithium (3.48 ml of a 1.6 N solution in hexanes, 5.57 mmol), was added slowly, maintaining the temperature at less than −65° C. The reaction mixture was then stirred at −78° C. for 30 minutes, then DMF (345 μl, 4.46 mmol), was added and mixture all... The reactants are O=C(Cl)OCc1ccccc1, [Na+], [Na+], O=C([O-])[O-], C1CCOC1, O, CN(C)S(=O)(=O)n1ccnc1CNCc1ccc(CO)cc1. The product is CN(C)S(=O)(=O)n1ccnc1CN(Cc1ccc(CO)cc1)C(=O)OCc1ccccc1. Reaction SMILES: [Cl:29][C:30](=[O:31])[O:32][CH2:33][c:34]1[cH:35][cH:36][cH:37][cH:38][cH:39]1.[Na+:23].[Na+:24].[O-:25][C:26](=[O:27])[O-:28].[O:41]1[CH2:42][CH2:43][CH2:44][CH2:45]1.[OH2:40].[OH:1][CH2:2][c:3]1[cH:4][cH:5][c:6]([CH2:7][NH:8][CH2:9][c:10]2[n:11]([S:15](=[O:16])(=[O:17])[N:18]([CH3:19])[CH3:20])[cH:12][cH:13][n:14]2)[cH:21][cH:22]1>>[OH:1][CH2:2][c:3]1[cH:4][cH:5][c:6]([CH2:7][N:8]([CH2:9][c:10]2[n:11]([S:15](=[O:16])(=[O:17])[N:18]([CH3:19])[CH3:20])[cH:12][cH:13][n:14]2)[C:30](=[O:31])[O:32][CH2:33][c:34]2[cH:35][cH:36][cH:37][cH:38][cH:39]2)[cH:21][cH:22]1. Reactants: CCN(C(C)C)C(C)C, CNCc1ccc(Cl)cc1, O=Cc1sc(Cl)nc1Cl, C1CCOC1, O. Yields the product CN(Cc1ccc(Cl)cc1)c1nc(Cl)c(C=O)s1. Reaction SMILES: [CH:11]([N:12]([CH2:13][CH3:14])[CH:15]([CH3:16])[CH3:17])([CH3:18])[CH3:19].[Cl:1][c:2]1[cH:3][cH:4][c:5]([CH2:6][NH:7][CH3:8])[cH:9][cH:10]1.[Cl:20][c:21]1[s:22][c:23]([CH:27]=[O:28])[c:24]([Cl:26])[n:25]1.[O:30]1[CH2:31][CH2:32][CH2:33][CH2:34]1.[OH2:29]>>[Cl:1][c:2]1[cH:3][cH:4][c:5]([CH2:6][N:7]([CH3:8])[c:21]2[s:22][c:23]([CH:27]=[O:28])[c:24]([Cl:26])[n:25]2)[cH:9][cH:10]1. The reactants are BrC1=NC=C(C=N1)Br (2,5-dibromopyrimidine), C(CCCCCCC)O (1-octanol). Product: C(CCCCCCC)OC1=NC=C(C=N1)Br (2-octyloxy-5-bromopyrimidine). RXN SMILES: Br[C:2]1[N:7]=[CH:6][C:5]([Br:8])=[CH:4][N:3]=1.[CH2:9]([OH:17])[CH2:10][CH2:11][CH2:12][CH2:13][CH2:14][CH2:15][CH3:16]>>[CH2:9]([O:17][C:2]1[N:7]=[CH:6][C:5]([Br:8])=[CH:4][N:3]=1)[CH2:10][CH2:11][CH2:12][CH2:13][CH2:14][CH2:15][CH3:16]. Procedure details: Analogously to the above procedure, 5.95 g of 2,5-dibromopyrimidine are reacted with 7.9 g of 1-octanol to give 2-octyloxy-5-bromopyrimidine. The product is purified by chromatography on silica gel.